Dataset: the Open Reaction Database (ORD), a public repository of structured organic reaction records. Task: describe an organic reaction: reactants, conditions, products, and yield Reactants: CC(=O)OC1CCCCC1, CC(=O)O, [H][H], O=C1CCCCC1. The product is CC(=O)OC1=CCCCC1. RXN SMILES: [C:10]([CH3:11])(=[O:12])[O:13][CH:14]1[CH2:15][CH2:16][CH2:17][CH2:18][CH2:19]1.[CH3:20][C:21](=[O:22])[OH:23].[H:8][H:9].[O:1]=[C:2]1[CH2:3][CH2:4][CH2:5][CH2:6][CH2:7]1>>[C:10]([CH3:11])(=[O:12])[O:13][C:14]1=[CH:15][CH2:16][CH2:17][CH2:18][CH2:19]1.